From a dataset of the Open Reaction Database (ORD), a public repository of structured organic reaction records. describe an organic reaction: reactants, conditions, products, and yield Reactants: BrC=1C=CC(=C(CN(CC)C2=NC=C(C=C2)C(=O)N)C1)O (2-[N-(5-Bromo-2-hydroxybenzyl)-N-ethylamino]pyridine-5-carboxamide), N1=CC=CC=C1 (pyridine), FC(C(=O)OC(C(F)(F)F)=O)(F)F (trifluoroacetic anhydride), N1=CC=CC=C1 (pyridine), C(=O)(C(F)(F)F)OC(=O)C(F)(F)F (TFAA). Reaction SMILES: [Br:1][C:2]1[CH:3]=[CH:4][C:5]([OH:21])=[C:6]([CH:20]=1)[CH2:7][N:8]([C:11]1[CH:16]=[CH:15][C:14]([C:17]([NH2:19])=O)=[CH:13][N:12]=1)[CH2:9][CH3:10].N1C=CC=CC=1.FC(F)(F)C(OC(=O)C(F)(F)F)=O>O1CCCC1>[Br:1][C:2]1[CH:3]=[CH:4][C:5]([OH:21])=[C:6]([CH:20]=1)[CH2:7][N:8]([C:11]1[CH:16]=[CH:15][C:14]([C:17]#[N:19])=[CH:13][N:12]=1)[CH2:9][CH3:10]. The solvent is C1CCOC1 (THF), O1CCCC1 (tetrahydrofuran). Conditions: time 8 hour. Product: BrC=1C=CC(=C(CN(CC)C2=NC=C(C=C2)C#N)C1)O (2-[N-(5-bromo-2-hydroxybenzyl)-N-ethylamino]-5-cyanopyridine). Procedure details: 2-[N-(5-Bromo-2-hydroxybenzyl)-N-ethylamino]pyridine-5-carboxamide (example 4) (1.0 g, 2.85 mmol) was suspended in tetrahydrofuran (15 ml) and the stirred solution treated with pyridine (0.46 ml, 0.46 g, 5.7 mmol) and trifluoroacetic anhydride (0.9 ml, 1.35 g, 6.4 mmol) at ambient temperature (slight exotherm). A yellow colour became apparent and the solid dissolved in the THF. The solution was left standing at ambient temperature overnight, then further pyridine (0.46 ml, 5.7 mmol) and TFAA (0.... The yield is 105.6%. Starting materials: O=S1(CC(CN(C2=C1C=C(C(=C2)S(=O)(=O)C)OCC(=O)OCC)C2=CC=CC=C2)(CC)CCCC)=O (1,1-Dioxo-3-butyl-3-ethyl-5-phenyl-7-mesyl-8-ethoxycarbonylmethoxy-2,3,4,5-tetrahydro-1,5-benzothiazepine), C1CCOC1 (THF), [Li+].[OH-] (LiOH). Run in C(Cl)Cl (DCM), O (Water), O (water), C(C)(=O)O (acetic acid). Conditions: time 1 hour. The product is O=S1(CC(CN(C2=C1C=C(C(=C2)S(=O)(=O)C)OCC(=O)O)C2=CC=CC=C2)(CC)CCCC)=O (1,1-Dioxo-3-butyl-3-ethyl-5-phenyl-7-mesyl-8-carboxymethoxy-2,3,4,5-tetrahydro-1,5-benzothiazepine). Yield: 92.3%. As a reaction SMILES: [O:1]=[S:2]1(=[O:36])[C:8]2[CH:9]=[C:10]([O:17][CH2:18][C:19]([O:21]CC)=[O:20])[C:11]([S:13]([CH3:16])(=[O:15])=[O:14])=[CH:12][C:7]=2[N:6]([C:24]2[CH:29]=[CH:28][CH:27]=[CH:26][CH:25]=2)[CH2:5][C:4]([CH2:32][CH2:33][CH2:34][CH3:35])([CH2:30][CH3:31])[CH2:3]1.C1COCC1.[Li+].[OH-]>C(Cl)Cl.O.C(O)(=O)C>[O:36]=[S:2]1(=[O:1])[C:8]2[CH:9]=[C:10]([O:17][CH2:18][C:19]([OH:21])=[O:20])[C:11]([S:13]([CH3:16])(=[O:14])=[O:15])=[CH:12][C:7]=2[N:6]([C:24]2[CH:29]=[CH:28][CH:27]=[CH:26][CH:25]=2)[CH2:5][C:4]([CH2:32][CH2:33][CH2:34][CH3:35])([CH2:30][CH3:31])[CH2:3]1 |f:2.3|. Procedure: To 1,1-dioxo-3-butyl-3-ethyl-5-phenyl-7-mesyl-8-ethoxycarbonylmethoxy-2,3,4,5-tetrahydro-1,5-benzothiazepine (Method 20; 46 mg, 0.085 mmol) was added THF (5 ml), water (1 ml) and LiOH (10 mg, 0.4 mmol). The reaction was stirred for 1 hour and then excess acetic acid was added to quench the reaction. Water and DCM were added and the aqueous phase was extracted three times with DCM. The combined organic phases were dried and concentrated to give the title compound 40 mg (91%). NMR 0.7–0.85 (m, 6H)... Starting materials: C(CC)(=O)Cl (propionyl chloride), ClC1=C(C=CC=C1)C (o-chlorotoluene), [Cl-].[Al+3].[Cl-].[Cl-] (aluminum chloride). The solvent is Cl (HCl). Conditions: temperature 130 celsius. The product is ClC1=C(C=C(C=C1)C(CC)=O)C (4'-chloro-3'-methylpropiophenone). RXN SMILES: [C:1](Cl)(=[O:4])[CH2:2][CH3:3].[Cl:6][C:7]1[CH:12]=[CH:11][CH:10]=[CH:9][C:8]=1[CH3:13].[Cl-].[Al+3].[Cl-].[Cl-]>Cl>[Cl:6][C:7]1[CH:12]=[CH:11][C:10]([C:1](=[O:4])[CH2:2][CH3:3])=[CH:9][C:8]=1[CH3:13] |f:2.3.4.5|. Procedure details: 16 g of propionyl chloride are added dropwise to a mixture of 18 ml of o-chlorotoluene and 22.7 g of aluminum chloride and the reaction mixture is then heated at 130° C. for 3 hours. After cooling to RT, it is poured into a mixture of 100 ml of concentrated HCl and ice, extracted with ether, the organic phase is washed with saturated NaHCO3 solution and dried over Na2SO4 and the solvent is evaporated off under vacuum. The residue is distilled off under reduced pressure to give 20.7 g of the expe... Run at time 8 hour. The product is Cl.C1N[C@H](CC2=CC=CC=C12)C(=O)N[C@@H](C)C1=CC=C(C(=O)OC)C=C1 (methyl 4-[(1S)-1-[[(3R)-1,2,3,4-tetrahydroisoquinoline-3-carbonyl]amino]ethyl]benzoate hydrochloride). The solvent is solution. Reactants: COC(=O)C1=CC=C(C=C1)[C@H](C)NC(=O)[C@@H]1N(CC2=CC=CC=C2C1)C(=O)OC(C)(C)C (tert-butyl (3R)-3-[[(1S)-1-(4-methoxycarbonylphenyl)ethyl]carbamoyl]-3,4-dihydro-1H-isoquinoline-2-carboxylate), O1CCOCC1 (1,4-dioxane), Cl (hydrogen chloride). RXN SMILES: [CH3:1][O:2][C:3]([C:5]1[CH:10]=[CH:9][C:8]([C@@H:11]([NH:13][C:14]([C@H:16]2[CH2:25][C:24]3[C:19](=[CH:20][CH:21]=[CH:22][CH:23]=3)[CH2:18][N:17]2C(OC(C)(C)C)=O)=[O:15])[CH3:12])=[CH:7][CH:6]=1)=[O:4].O1CCOCC1.[ClH:39]>>[ClH:39].[CH2:18]1[C:19]2[C:24](=[CH:23][CH:22]=[CH:21][CH:20]=2)[CH2:25][C@H:16]([C:14]([NH:13][C@H:11]([C:8]2[CH:7]=[CH:6][C:5]([C:3]([O:2][CH3:1])=[O:4])=[CH:10][CH:9]=2)[CH3:12])=[O:15])[NH:17]1 |f:3.4|. Procedure details: Dissolve tert-butyl (3R)-3-[[(1S)-1-(4-methoxycarbonylphenyl)ethyl]carbamoyl]-3,4-dihydro-1H-isoquinoline-2-carboxylate (5.5 g, 12.5 mmol) in a 4 M solution of hydrogen chloride in 1,4-dioxane (30 mL, 120 mmol). Stir the mixture overnight at room temperature, and then concentrate the mixture under reduced pressure to furnish the title compound as a white solid (4.70 g, 100% yield). Mass spectrum (m/z): 339 ([M+H]+), 677 ([2M+H]+), 699 ([2M+Na]+). The yield is 100.0%. Procedure details: Ethyl E/Z-3-(4-benzyloxyphenyl)-2-ethoxyacrylate (20.0 g, 61.3 mmol) dissolved in tert-butyl methyl ether (40 mL) charged with palladium on carbon (5%) (1.0 g, Engelhard Tech code no. 4531) was hydrogenated with vigorous stirring at atmospheric pressure at room temperature for 2-3 days. The catalyst was filtered off and washed with a few milliliters of tent-butyl methyl ether. The combined filtrates were concentrated in vacuo to yield 14.5 g (99% yield) of the title compound as a viscous oil, wh... Isolated yield 99.0%. Conditions: time 2.5 day. Reactants: C(C1=CC=CC=C1)OC1=CC=C(C=C1)\C=C(\C(=O)[O-])/OCC (Z-3-(4-benzyloxyphenyl)-2-ethoxyacrylate), COC(C)(C)C (tert-butyl methyl ether). Product: C(C)OC(C(CC1=CC=C(C=C1)O)OCC)=O (2-Ethoxy-3-(4-hydroxy-phenyl)-propionic acid ethyl ester). The reagents and catalysts are [Pd] (palladium on carbon). As a reaction SMILES: C([O:8][C:9]1[CH:14]=[CH:13][C:12](/[CH:15]=[C:16](\[O:20][CH2:21][CH3:22])/[C:17]([O-:19])=[O:18])=[CH:11][CH:10]=1)C1C=CC=CC=1.CO[C:25](C)(C)[CH3:26]>[Pd]>[CH2:25]([O:19][C:17](=[O:18])[CH:16]([O:20][CH2:21][CH3:22])[CH2:15][C:12]1[CH:11]=[CH:10][C:9]([OH:8])=[CH:14][CH:13]=1)[CH3:26]. Reactants: BrC1=C2C=CN(C2=CC=C1)C1=NC(=NC=C1)SC (4-bromo-1-(2-(methylthio)pyrimidin-4-yl)-1H-indole), Cl.CS(=O)(=O)C1CCNCC1 (4-Methylsulfonyl-piperidine hydrochloride), CC(C)([O-])C.[Na+] (sodium tert-butoxide). The reagents and catalysts are CC(C)([P](C(C)(C)C)([Pd][P](C(C)(C)C)(C(C)(C)C)C(C)(C)C)C(C)(C)C)C (Bis(tri-tert-butylphosphine)palladium). Run in O1CCOCC1 (dioxane), O1CCOCC1 (dioxane), O1CCOCC1 (dioxane). Run at temperature 120 celsius, time 30 minute. The product is CS(=O)(=O)C1CCN(CC1)C1=C2C=CN(C2=CC=C1)C1=NC(=NC=C1)SC (4-(4-methanesulfonyl-piperidin-1-yl)-1-(2-methylsulfanyl-pyrimidin-4-yl)-1H-indole). Isolated yield 43.6%. As a reaction SMILES: Cl.[CH3:2][S:3]([CH:6]1[CH2:11][CH2:10][NH:9][CH2:8][CH2:7]1)(=[O:5])=[O:4].CC(C)([O-])C.[Na+].Br[C:19]1[CH:27]=[CH:26][CH:25]=[C:24]2[C:20]=1[CH:21]=[CH:22][N:23]2[C:28]1[CH:33]=[CH:32][N:31]=[C:30]([S:34][CH3:35])[N:29]=1>O1CCOCC1.CC(C)([P](C(C)(C)C)([Pd][P](C(C)(C)C)(C(C)(C)C)C(C)(C)C)C(C)(C)C)C>[CH3:2][S:3]([CH:6]1[CH2:11][CH2:10][N:9]([C:19]2[CH:27]=[CH:26][CH:25]=[C:24]3[C:20]=2[CH:21]=[CH:22][N:23]3[C:28]2[CH:33]=[CH:32][N:31]=[C:30]([S:34][CH3:35])[N:29]=2)[CH2:8][CH2:7]1)(=[O:5])=[O:4] |f:0.1,2.3,^1:44,50|. Reported procedure: 4-Methylsulfonyl-piperidine hydrochloride (6.89 g, 34.5 mmol) was grinded into fine powder and mixed with fine powder of sodium tert-butoxide (7.65 g, 79.6 mmol) in dry dioxane (180 mL). After 30 minutes of stirring, 4-bromo-1-(2-(methylthio)pyrimidin-4-yl)-1H-indole (8.5 g, 26.5 mmol) was added followed by dry dioxane (10 mL) and the mixture was bubbled with argon for 10 minutes. Bis(tri-tert-butylphosphine)palladium (1.02 g, 2.0 mmol) was added followed by dry dioxane (10 mL). The mixture was ... The reactants are CC(=O)OC(C)CCCCCl, Cn1c(=O)[nH]c(=O)c2c1nc(Br)n2Cc1ccccc1, CS(C)=O, [H-], [Na+]. The product is CC(=O)OC(C)CCCCn1c(=O)c2c(nc(Br)n2Cc2ccccc2)n(C)c1=O. As a reaction SMILES: [C:23]([CH3:24])(=[O:25])[O:26][CH:27]([CH2:28][CH2:29][CH2:30][CH2:31][Cl:32])[CH3:33].[CH2:1]([c:2]1[cH:3][cH:4][cH:5][cH:6][cH:7]1)[n:8]1[c:9]([Br:20])[n:10][c:11]2[n:12]([CH3:19])[c:13](=[O:18])[nH:14][c:15](=[O:17])[c:16]12.[CH3:34][S:35]([CH3:36])=[O:37].[H-:21].[Na+:22]>>[CH2:1]([c:2]1[cH:3][cH:4][cH:5][cH:6][cH:7]1)[n:8]1[c:9]([Br:20])[n:10][c:11]2[n:12]([CH3:19])[c:13](=[O:18])[n:14]([CH2:31][CH2:30][CH2:29][CH2:28][CH:27]([O:26][C:23]([CH3:24])=[O:25])[CH3:33])[c:15](=[O:17])[c:16]12. The reactants are F[C@@]12[C@]3(C=CC(C=C3CC[C@H]1[C@@H]1C[C@@H]([C@](C(CS)=O)([C@]1(C[C@@H]2O)C)O)C)=O)C (9-fluoro-11β,17-dihydroxy-16β-methylpregna-1,4-diene-3,20-dione-21-thiol), C(C)(C)(C)OC(=O)N[C@@H](CCSC)C(=O)O (N-(t-butoxycarbonyl)-L-methionine). Procedure details: The title compound (1.50 gm) was prepared from 1.20 gm of 9-fluoro-11β,17-dihydroxy-16β-methylpregna-1,4-diene-3,20-dione-21-thiol and 2.20 gm of N-(t-butoxycarbonyl)-L-methionine in the same manner as in Synthetic Example 1. The yield is 79.8%. The product is C(C)(C)(C)OC(=O)NC(C(SCC([C@]1([C@H](C[C@H]2[C@@H]3CCC4=CC(C=C[C@]4(C)[C@]3([C@H](C[C@]12C)O)F)=O)C)O)=O)=O)CCSC (21-[2-(t-butoxycarbonylamino)-4-methylthio-1-oxobutylthio]-9-fluoro-11β,17 -dihydroxy-16β-methylpregna-1,4-diene-3,20-dione). RXN SMILES: [F:1][C@:2]12[C@@H:22]([OH:23])[CH2:21][C@@:20]3([CH3:24])[C@@H:12]([CH2:13][C@H:14]([CH3:26])[C@:15]3([OH:25])[C:16](=[O:19])[CH2:17][SH:18])[C@@H:11]1[CH2:10][CH2:9][C:8]1[C@:3]2([CH3:28])[CH:4]=[CH:5][C:6](=[O:27])[CH:7]=1.[C:29]([O:33][C:34]([NH:36][C@H:37]([C:42](O)=[O:43])[CH2:38][CH2:39][S:40][CH3:41])=[O:35])([CH3:32])([CH3:31])[CH3:30]>>[C:29]([O:33][C:34]([NH:36][CH:37]([CH2:38][CH2:39][S:40][CH3:41])[C:42](=[O:43])[S:18][CH2:17][C:16](=[O:19])[C@:15]1([OH:25])[C@:20]2([CH3:24])[C@H:12]([C@H:11]3[C@:2]([F:1])([C@@H:22]([OH:23])[CH2:21]2)[C@:3]2([CH3:28])[C:8](=[CH:7][C:6](=[O:27])[CH:5]=[CH:4]2)[CH2:9][CH2:10]3)[CH2:13][C@@H:14]1[CH3:26])=[O:35])([CH3:32])([CH3:31])[CH3:30]. Starting materials: OC=1C(=CSC1C1=CC=C(C=C1)C(F)(F)F)C(C)=NNC(=O)C1=CC=C(S1)C(=O)N(C)CCC(=O)OC(C)(C)C (t-Butyl 3-(5-{1-[4-Hydroxy-5-(4-trifluoromethylphenyl)thiophen-3-yl]ethylidenehydrazinocarbonyl}-N-methylthiophene-2-carboxamido)propionate). Solvent: FC(C(=O)O)(F)F (trifluoroacetic acid). Yields the product OC=1C(=CSC1C1=CC=C(C=C1)C(F)(F)F)C(C)=NNC(=O)C1=CC=C(S1)C(=O)N(C)CCC(=O)O (3-(5-{1-[4-Hydroxy-5-(4-trifluoromethylphenyl)thiophen-3-yl]ethylidenehydrazinocarbonyl}-N-methylthiophene-2-carboxamido)propionic acid). Yield: 56.0%. As a reaction SMILES: [OH:1][C:2]1[C:3]([C:17](=[N:19][NH:20][C:21]([C:23]2[S:27][C:26]([C:28]([N:30]([CH2:32][CH2:33][C:34]([O:36]C(C)(C)C)=[O:35])[CH3:31])=[O:29])=[CH:25][CH:24]=2)=[O:22])[CH3:18])=[CH:4][S:5][C:6]=1[C:7]1[CH:12]=[CH:11][C:10]([C:13]([F:16])([F:15])[F:14])=[CH:9][CH:8]=1>FC(F)(F)C(O)=O>[OH:1][C:2]1[C:3]([C:17](=[N:19][NH:20][C:21]([C:23]2[S:27][C:26]([C:28]([N:30]([CH2:32][CH2:33][C:34]([OH:36])=[O:35])[CH3:31])=[O:29])=[CH:25][CH:24]=2)=[O:22])[CH3:18])=[CH:4][S:5][C:6]=1[C:7]1[CH:8]=[CH:9][C:10]([C:13]([F:15])([F:14])[F:16])=[CH:11][CH:12]=1. Procedure: t-Butyl 3-(5-{1-[4-Hydroxy-5-(4-trifluoromethylphenyl)thiophen-3-yl]ethylidenehydrazinocarbonyl}-N-methylthiophene-2-carboxamido)propionate (30 mg, 0.05 mmol) was stirred with trifluoroacetic acid (300 μL) at room temperature for 15 minutes. The reaction solution was concentrated, and after addition of ether the resulting solid was collected by filtration to give the desired product (yield 56%).